From a dataset of the Open Reaction Database (ORD), a public repository of structured organic reaction records. describe an organic reaction: reactants, conditions, products, and yield The reactants are BrC=1C=C2CCN(C2=CC1)C(C(F)(F)F)=O (5-Bromo-1-(trifluoroacetyl)indoline), C(#N)[Cu] (CuCN). Solvent: CN(C)C=O (DMF), O (water). Conditions: temperature 160 celsius, time 4 day. Yields the product FC(C(=O)N1CCC2=CC(=CC=C12)C#N)(F)F (1-(2,2,2-Trifluoroacetyl)-2,3-dihydro-1H-indole-5-carbonitrile). Reaction SMILES: Br[C:2]1[CH:3]=[C:4]2[C:8](=[CH:9][CH:10]=1)[N:7]([C:11](=[O:16])[C:12]([F:15])([F:14])[F:13])[CH2:6][CH2:5]2.[C:17]([Cu])#[N:18]>CN(C=O)C.O>[F:13][C:12]([F:15])([F:14])[C:11]([N:7]1[C:8]2[C:4](=[CH:3][C:2]([C:17]#[N:18])=[CH:10][CH:9]=2)[CH2:5][CH2:6]1)=[O:16]. Procedure: 1-(5-Bromo-2,3-dihydro-1H-indol-1-yl)-2,2,2-trifluoroethanone (19 g, 0.0646 mol; see step (ii) above) was dissolved in DMF (50 mL). CuCN (8.68 g, 0.0969 mol) was then added and the reaction mixture was stirred at 160° C. for 4 days, before being cooled to RT, diluted with water and extracted with ethyl acetate. The organic layer was washed with water and brine, dried over sodium sulfate then concentrated under reduced pressure. The resulting residue was purified by column chromatography to give ... Reactants: CC#CCBr, CCCCCCCCCC(=O)OC, CC(C)[N-]C(C)C, Cl, [Li+], C1CCOC1. Reaction SMILES: [Br:22][CH2:23][C:24]#[C:25][CH3:26].[C:9]([CH2:10][CH2:11][CH2:12][CH2:13][CH2:14][CH2:15][CH2:16][CH2:17][CH3:18])(=[O:19])[O:20][CH3:21].[CH:1]([N-:2][CH:3]([CH3:4])[CH3:5])([CH3:6])[CH3:7].[ClH:27].[Li+:8].[O:28]1[CH2:29][CH2:30][CH2:31][CH2:32]1>>[C:9]([CH:10]([CH2:11][CH2:12][CH2:13][CH2:14][CH2:15][CH2:16][CH2:17][CH3:18])[CH2:23][C:24]#[C:25][CH3:26])(=[O:19])[O:20][CH3:21]. The product is CC#CCC(CCCCCCCC)C(=O)OC. Reactants: FC(C1=CC=C(C=C1)C=1C=C(C(=O)OC)C=CN1)(F)F (Methyl 2-[4-(trifluoromethyl)phenyl]isonicotinate), Cl (HCl). The reagents and catalysts are [Pt]=O (platinum oxide). Solvent: CO (MeOH), O1CCOCC1 (dioxane). Run at time 2 hour. The product is Cl.FC(C1=CC=C(C=C1)[C@@H]1NCC[C@@H](C1)C(=O)OC)(F)F ((±)-Methyl(cis)-2-[4-(trifluoromethyl)phenyl]piperidine-4-carboxylate hydrochloride). Reaction SMILES: [F:1][C:2]([F:20])([F:19])[C:3]1[CH:8]=[CH:7][C:6]([C:9]2[CH:10]=[C:11]([CH:16]=[CH:17][N:18]=2)[C:12]([O:14][CH3:15])=[O:13])=[CH:5][CH:4]=1.[ClH:21]>CO.O1CCOCC1.[Pt]=O>[ClH:21].[F:19][C:2]([F:1])([F:20])[C:3]1[CH:4]=[CH:5][C:6]([C@H:9]2[CH2:10][C@@H:11]([C:12]([O:14][CH3:15])=[O:13])[CH2:16][CH2:17][NH:18]2)=[CH:7][CH:8]=1 |f:5.6|. Reported procedure: Methyl 2-[4-(trifluoromethyl)phenyl]isonicotinate (5 g) was dissolved in MeOH (180 ml) and HCl in dioxane (4.5 ml, 4N). To this solution was added platinum oxide (500 mg) and the mixture was hydrogenated at 30 psi for 2 h. The mixture was filtered through Hyflo® to remove the catalyst and the solution was evaporated and azeotroped with toluene to yield the product as a white crystalline solid (5 g). 1H NMR (400 MHz, CDCl3) δ: 1.95-2.03 (1H, m), 2.09-2.17 (1H, m), 2.33 (1H, d, J 14.5), 2.44 (1H, ... Starting materials: ClC1=C(OC=2C=CC(=C(C(=O)O)C2)[N+](=O)[O-])C=CC(=C1)C(F)(F)F (5-(2-chloro-4-trifluoromethylphenoxy)-2-nitrobenzoic acid), C1(OCCO1)=O (ethylene carbonate). The reagents and catalysts are [I-].C(C)[N+](CC)(CC)CC (tetraethylammonium iodide). Run in CCOCC (ether). The product is ClC1=C(OC=2C=CC(=C(C(=O)OCCO)C2)[N+](=O)[O-])C=CC(=C1)C(F)(F)F (2-hydroxyethyl 5-(2-chloro-4-trifluoromethyl phenoxy)-2-nitrobenzoate). Reaction SMILES: [Cl:1][C:2]1[CH:20]=[C:19]([C:21]([F:24])([F:23])[F:22])[CH:18]=[CH:17][C:3]=1[O:4][C:5]1[CH:6]=[CH:7][C:8]([N+:14]([O-:16])=[O:15])=[C:9]([CH:13]=1)[C:10]([OH:12])=[O:11].C1(=O)O[CH2:28][CH2:27][O:26]1>[I-].C([N+](CC)(CC)CC)C.CCOCC>[Cl:1][C:2]1[CH:20]=[C:19]([C:21]([F:22])([F:23])[F:24])[CH:18]=[CH:17][C:3]=1[O:4][C:5]1[CH:6]=[CH:7][C:8]([N+:14]([O-:16])=[O:15])=[C:9]([CH:13]=1)[C:10]([O:12][CH2:28][CH2:27][OH:26])=[O:11] |f:2.3|. Procedure: A mixture of 5-(2-chloro-4-trifluoromethylphenoxy)-2-nitrobenzoic acid (7.24 g, 0.02 mole), ethylene carbonate (2.0 g, 0.023 mole) and tetraethylammonium iodide (1.0 g) was heated in an oil bath at 105°-110° C. for 10 hrs. The reaction was completed and the resulting gummy material was taken into 300 ml of ether. The ethereal solution was washed three times with water and dried over CaSO4. After the solvent had been removed, the product was crystallized from toluene/hexane and an almost quantita... Starting materials: O=c1[nH]c(=S)[nH]n2cc(Br)cc12, CI, C1CCOC1. Yields the product CSc1nn2cc(Br)cc2c(=O)[nH]1. As a reaction SMILES: [Br:1][c:2]1[cH:3][c:4]2[c:5](=[O:12])[nH:6][c:7](=[S:11])[nH:8][n:9]2[cH:10]1.[CH3:13][I:14].[O:15]1[CH2:16][CH2:17][CH2:18][CH2:19]1>>[Br:1][c:2]1[cH:3][c:4]2[c:5](=[O:12])[nH:6][c:7]([S:11][CH3:13])[n:8][n:9]2[cH:10]1. Starting materials: CCO, CCC1c2nncn2-c2cnc(Cl)nc2N1C1CCCC1, Cl, CNC(=O)c1ccc(N)c(OC)c1, [Na+], O=C([O-])O, O. Yields the product CCC1c2nncn2-c2cnc(Nc3ccc(C(=O)NC)cc3OC)nc2N1C1CCCC1. RXN SMILES: [CH2:42]([OH:43])[CH3:44].[Cl:1][c:2]1[n:3][c:4]2[c:9]([cH:10][n:11]1)-[n:8]1[c:7]([n:14][n:13][cH:12]1)[CH:6]([CH2:15][CH3:16])[N:5]2[CH:17]1[CH2:18][CH2:19][CH2:20][CH2:21]1.[ClH:35].[NH2:22][c:23]1[c:24]([O:33][CH3:34])[cH:25][c:26]([C:27](=[O:28])[NH:29][CH3:30])[cH:31][cH:32]1.[Na+:40].[O-:36][C:37]([OH:38])=[O:39].[OH2:41]>>[c:2]1([NH:22][c:23]2[c:24]([O:33][CH3:34])[cH:25][c:26]([C:27](=[O:28])[NH:29][CH3:30])[cH:31][cH:32]2)[n:3][c:4]2[c:9]([cH:10][n:11]1)-[n:8]1[c:7]([n:14][n:13][cH:12]1)[CH:6]([CH2:15][CH3:16])[N:5]2[CH:17]1[CH2:18][CH2:19][CH2:20][CH2:21]1. Procedure details: From 618 mg (2.26 mmol) of 4-t-butoxycarbonyl-3-hydroxybenzenesulfonamide and 613 mg (2.26 mmol) of 2-N-phenoxycarbonylanthranilic acid methylester in a similar manner to Preparation Example 17, 792 mg (yield 78%) of methyl 2-{[(4-t-butoxycarbonyl-3-hydroxybenzenesulfonylamino)carbonyl]amino}benzoate (property: colorless amorphous, PMR (δppm, CDCl3): 1.60 (9H, s), 3.97 (3H, s), 7.09 (1H, t), 7.49-7.52 (2H, m), 7.65 (1H, d), 7.90 (1H, d), 8.01 (1H, dd), 8.33 (1H, d), 10.98 (1H, s), 11.18 (1H, s))... The product is C(C)(C)(C)OC(=O)C1=C(C=C(C=C1)S(=O)(=O)NC(=O)NC1=C(C(=O)OC)C=CC=C1)O (methyl 2-{[(4-t-butoxycarbonyl-3-hydroxybenzenesulfonylamino)carbonyl]amino}benzoate). The reactants are C(C)(C)(C)OC(=O)C1=C(C=C(C=C1)S(=O)(=O)N)O (4-t-butoxycarbonyl-3-hydroxybenzenesulfonamide), COC(C=1C(NC(=O)OC2=CC=CC=C2)=CC=CC1)=O (2-N-phenoxycarbonylanthranilic acid methylester). The yield is 77.8%. Reaction SMILES: [C:1]([O:5][C:6]([C:8]1[CH:13]=[CH:12][C:11]([S:14]([NH2:17])(=[O:16])=[O:15])=[CH:10][C:9]=1[OH:18])=[O:7])([CH3:4])([CH3:3])[CH3:2].[CH3:19][O:20][C:21](=[O:38])[C:22]1[C:23](=[CH:34][CH:35]=[CH:36][CH:37]=1)[NH:24][C:25](OC1C=CC=CC=1)=[O:26]>>[C:1]([O:5][C:6]([C:8]1[CH:13]=[CH:12][C:11]([S:14]([NH:17][C:25]([NH:24][C:23]2[CH:34]=[CH:35][CH:36]=[CH:37][C:22]=2[C:21]([O:20][CH3:19])=[O:38])=[O:26])(=[O:16])=[O:15])=[CH:10][C:9]=1[OH:18])=[O:7])([CH3:4])([CH3:2])[CH3:3]. The reactants are N1=C(C=CC=C1)C1=NOC(=N1)C1=CC(=CC(=C1)C)C#N (3-(2-pyridyl)-5-(3-cyano-5-methylphenyl)-1,2,4-oxadiazole), BrN1C(CCC1=O)=O (N-bromosuccinimide). Reagents/catalysts: C(C1=CC=CC=C1)(=O)OOC(C1=CC=CC=C1)=O (benzoyl peroxide). The solvent is ClCCl (dichloromethane), C(Cl)(Cl)(Cl)Cl (carbon tetrachloride). Reaction conditions: temperature 80 celsius. Yields the product N1=C(C=CC=C1)C1=NOC(=N1)C1=CC(=CC(=C1)C#N)CBr (3-(2-pyridyl)-5-(3-bromomethyl-5-cyanophenyl)-1,2,4-oxadiazole). Yield: 91.3%. As a reaction SMILES: [N:1]1[CH:6]=[CH:5][CH:4]=[CH:3][C:2]=1[C:7]1[N:11]=[C:10]([C:12]2[CH:17]=[C:16]([CH3:18])[CH:15]=[C:14]([C:19]#[N:20])[CH:13]=2)[O:9][N:8]=1.[Br:21]N1C(=O)CCC1=O>C(Cl)(Cl)(Cl)Cl.ClCCl.C(OOC(=O)C1C=CC=CC=1)(=O)C1C=CC=CC=1>[N:1]1[CH:6]=[CH:5][CH:4]=[CH:3][C:2]=1[C:7]1[N:11]=[C:10]([C:12]2[CH:13]=[C:14]([C:19]#[N:20])[CH:15]=[C:16]([CH2:18][Br:21])[CH:17]=2)[O:9][N:8]=1. Reported procedure: A mixture of 3-(2-pyridyl)-5-(3-cyano-5-methylphenyl)-1,2,4-oxadiazole (0.5 g, 1.91 mmol), N-bromosuccinimide (0.339 g, 1.91 mmol), and benzoyl peroxide (0.0010 g, 0.04 mmol) in carbon tetrachloride (25 mL) was heated at 80° C. for 18 hours. After this time the reaction mixture was cooled and diluted with dichloromethane. The organic solution was washed with water and brine to afford 0.595 g (91%) of 3-(2-pyridyl)-5-(3-bromomethyl-5-cyanophenyl)-1,2,4-oxadiazole. Reactants: CC1=CN=CN1C1=C(C=CC=C1)CC1=C(C=CC=C1)Cl (5-methyl-1-[α-(o-chlorophenyl)-o-tolyl]imidazole), CC(=O)C.OS(=O)(=O)O.O=[Cr](=O)=O (Jones reagent). The solvent is C(C)(=O)O (acetic acid). The product is ClC1=C(C=CC=C1)C(C1=C(C=CC=C1)N1C=NC=C1C)=O (2'-chloro-2-(5-methylimidazol-1-yl)benzophenone). Reaction SMILES: [CH3:1][C:2]1[N:6]([C:7]2[CH:12]=[CH:11][CH:10]=[CH:9][C:8]=2[CH2:13][C:14]2[CH:19]=[CH:18][CH:17]=[CH:16][C:15]=2[Cl:20])[CH:5]=[N:4][CH:3]=1.CC(C)=[O:23].OS(O)(=O)=O.O=[Cr](=O)=O>C(O)(=O)C>[Cl:20][C:15]1[CH:16]=[CH:17][CH:18]=[CH:19][C:14]=1[C:13](=[O:23])[C:8]1[CH:9]=[CH:10][CH:11]=[CH:12][C:7]=1[N:6]1[C:2]([CH3:1])=[CH:3][N:4]=[CH:5]1 |f:1.2.3|. Reported procedure: In the manner given in Preparation 44, 5-methyl-1-[α-(o-chlorophenyl)-o-tolyl]imidazole in acetic acid is heated with Jones reagent to give 2'-chloro-2-(5-methylimidazol-1-yl)benzophenone.